Task: describe an organic reaction: reactants, conditions, products, and yield. Dataset: the Open Reaction Database (ORD), a public repository of structured organic reaction records Reactants: FC=1C=C(C=CC1)C1=CC(=NN1)C(F)(F)F (5-(3-fluorophenyl)-3-trifluoromethyl-1H-pyrazole), C1CC(=O)N(C1=O)Cl (NCS). Solvent: CC#N (CH3CN). Yields the product ClC=1C(=NNC1C1=CC(=CC=C1)F)C(F)(F)F (4-chloro-5-(3-fluorophenyl)-3-trifluoromethyl-1H-pyrazole). Reaction SMILES: [F:1][C:2]1[CH:3]=[C:4]([C:8]2[NH:12][N:11]=[C:10]([C:13]([F:16])([F:15])[F:14])[CH:9]=2)[CH:5]=[CH:6][CH:7]=1.C1C(=O)N([Cl:24])C(=O)C1>CC#N>[Cl:24][C:9]1[C:10]([C:13]([F:14])([F:15])[F:16])=[N:11][NH:12][C:8]=1[C:4]1[CH:5]=[CH:6][CH:7]=[C:2]([F:1])[CH:3]=1. Procedure details: Following protocol L, 5-(3-fluorophenyl)-3-trifluoromethyl-1H-pyrazole was treated with NCS in CH3CN to yield the title compound. The reactants are C(C)OC(=O)C(C)(C(=O)OCC)C=1C(=C(C(C(=O)OC)=C(C1F)F)C(=O)OC)F (dimethyl 4-(1,1-bis-ethoxycarbonylethyl)-3,5,6-trifluorophthalate), Cl (hydrochloric acid). Solvent: C(C)(=O)O (acetic acid). Product: C(=O)(O)C(C)C=1C(=C(C(C(=O)O)=C(C1F)F)C(=O)O)F (4-(1-Carboxyethyl)-3,5,6-trifluorophthalic acid). Yield: 100.3%. As a reaction SMILES: C([O:3][C:4]([C:6]([C:13]1[C:14]([F:29])=[C:15]([C:25]([O:27]C)=[O:26])[C:16](=[C:21]([F:24])[C:22]=1[F:23])[C:17]([O:19]C)=[O:18])(C(OCC)=O)[CH3:7])=[O:5])C.Cl>C(O)(=O)C>[C:4]([CH:6]([C:13]1[C:14]([F:29])=[C:15]([C:25]([OH:27])=[O:26])[C:16](=[C:21]([F:24])[C:22]=1[F:23])[C:17]([OH:19])=[O:18])[CH3:7])([OH:5])=[O:3]. Procedure details: A mixture of dimethyl 4-(1,1-bis-ethoxycarbonylethyl)-3,5,6-trifluorophthalate (12.9 g, 30.7 mmol), hydrochloric acid (120 ml), and acetic acid (120 ml, was refluxed for 24 h. The reaction mixture was concentrated to dryness to give 9.0 g of the title compound as colorless crystals. Reactants: CO, Cc1ccc2c(c1)C=CC(C#N)N2C(=O)c1ccc(Cl)cc1, NO. The product is Cc1ccc2c(c1)C=CC(C(N)=NO)N2C(=O)c1ccc(Cl)cc1. Reaction SMILES: [CH3:25][OH:26].[Cl:1][c:2]1[cH:3][cH:4][c:5]([C:6](=[O:7])[N:8]2[CH:9]([C:19]#[N:20])[CH:10]=[CH:11][c:12]3[cH:13][c:14]([CH3:18])[cH:15][cH:16][c:17]32)[cH:21][cH:22]1.[NH2:23][OH:24]>>[Cl:1][c:2]1[cH:3][cH:4][c:5]([C:6](=[O:7])[N:8]2[CH:9]([C:19]([NH2:20])=[N:23][OH:24])[CH:10]=[CH:11][c:12]3[cH:13][c:14]([CH3:18])[cH:15][cH:16][c:17]32)[cH:21][cH:22]1. The reactants are ClCCCBr, CN(C)C=O, [H-], O=C1CCc2ccccc2N1, [Na+], O. Product: O=C1CCc2ccccc2N1CCCCl. RXN SMILES: [Br:14][CH2:15][CH2:16][CH2:17][Cl:18].[CH3:20][N:21]([CH3:22])[CH:23]=[O:24].[H-:2].[NH:3]1[C:4](=[O:13])[CH2:5][CH2:6][c:7]2[cH:8][cH:9][cH:10][cH:11][c:12]21.[Na+:1].[OH2:19]>>[N:3]1([CH2:15][CH2:16][CH2:17][Cl:18])[C:4](=[O:13])[CH2:5][CH2:6][c:7]2[cH:8][cH:9][cH:10][cH:11][c:12]21. Starting materials: CC(C)(C)c1ccc(N=C=O)cc1, CC(C)S(=O)(=O)c1csc(N)c1Cl, c1ccncc1. Yields the product CC(C)S(=O)(=O)c1csc(NC(=O)Nc2ccc(C(C)(C)C)cc2)c1Cl. As a reaction SMILES: [C:14]([CH3:15])([CH3:16])([CH3:17])[c:18]1[cH:19][cH:20][c:21]([N:24]=[C:25]=[O:26])[cH:22][cH:23]1.[NH2:1][c:2]1[s:3][cH:4][c:5]([S:8](=[O:9])(=[O:10])[CH:11]([CH3:12])[CH3:13])[c:6]1[Cl:7].[cH:27]1[cH:28][cH:29][n:30][cH:31][cH:32]1>>[NH:1]([c:2]1[s:3][cH:4][c:5]([S:8](=[O:9])(=[O:10])[CH:11]([CH3:12])[CH3:13])[c:6]1[Cl:7])[C:25]([NH:24][c:21]1[cH:20][cH:19][c:18]([C:14]([CH3:15])([CH3:16])[CH3:17])[cH:23][cH:22]1)=[O:26]. The product is C1(CCCCC1)=NNC1=CC2=C(N=N1)CCN(C2)C(=O)C2=CC=C(C=C2)C (3-Cyclohexylidenehydrazino-5,6,7,8-tetrahydro-6-(p-toluoyl)pyrido[4,3-c]pyridazine). Procedure: 1.0 g of 3-hydrazino-5,6,7,8-tetrahydro-6-(p-toluoyl)pyrido[4,3-c]pyridazine and 10 cc of cyclohexanone are heated at reflux in an oil bath of 180° for 1 hour. The title compound has a M.P. of 208°-210° (decomp., from 95% ethanol). The reactants are N(N)C1=CC2=C(N=N1)CCN(C2)C(=O)C2=CC=C(C=C2)C (3-hydrazino-5,6,7,8-tetrahydro-6-(p-toluoyl)pyrido[4,3-c]pyridazine). The solvent is C1(CCCCC1)=O (cyclohexanone). Reaction SMILES: [NH:1]([C:3]1[N:8]=[N:7][C:6]2[CH2:9][CH2:10][N:11]([C:13]([C:15]3[CH:20]=[CH:19][C:18]([CH3:21])=[CH:17][CH:16]=3)=[O:14])[CH2:12][C:5]=2[CH:4]=1)[NH2:2]>C1(=O)CCCCC1>[C:15]1(=[N:2][NH:1][C:3]2[N:8]=[N:7][C:6]3[CH2:9][CH2:10][N:11]([C:13]([C:15]4[CH:20]=[CH:19][C:18]([CH3:21])=[CH:17][CH:16]=4)=[O:14])[CH2:12][C:5]=3[CH:4]=2)[CH2:20][CH2:19][CH2:18][CH2:17][CH2:16]1. The reactants are CCOC(=O)CBr, O=C([O-])[O-], CC(C)=O, O=Cc1c(Cl)cc(O)cc1Cl, [K+], [K+]. The product is CCOC(=O)COc1cc(Cl)c(C=O)c(Cl)c1. Reaction SMILES: [Br:12][CH2:13][C:14](=[O:15])[O:16][CH2:17][CH3:18].[C:19](=[O:20])([O-:21])[O-:22].[CH3:25][C:26](=[O:27])[CH3:28].[Cl:1][c:2]1[c:3]([CH:4]=[O:5])[c:6]([Cl:11])[cH:7][c:8]([OH:10])[cH:9]1.[K+:23].[K+:24]>>[Cl:1][c:2]1[c:3]([CH:4]=[O:5])[c:6]([Cl:11])[cH:7][c:8]([O:10][CH2:13][C:14](=[O:15])[O:16][CH2:17][CH3:18])[cH:9]1. Starting materials: O=C([O-])[O-], CS(C)=O, Cl, N#CC(C#N)CC(F)(F)C(F)(F)C(F)(F)C(F)F, CCCCCI, [K+], [K+]. The product is CCCCCC(C#N)(C#N)CC(F)(F)C(F)(F)C(F)(F)C(F)F. As a reaction SMILES: [C:25](=[O:26])([O-:27])[O-:28].[CH3:32][S:33](=[O:34])[CH3:35].[ClH:31].[F:1][C:2]([CH2:3][CH:4]([C:5]#[N:6])[C:7]#[N:8])([C:9]([C:10]([CH:11]([F:12])[F:13])([F:14])[F:15])([F:16])[F:17])[F:18].[I:19][CH2:20][CH2:21][CH2:22][CH2:23][CH3:24].[K+:29].[K+:30]>>[F:1][C:2]([CH2:3][C:4]([C:5]#[N:6])([C:7]#[N:8])[CH2:20][CH2:21][CH2:22][CH2:23][CH3:24])([C:9]([C:10]([CH:11]([F:12])[F:13])([F:14])[F:15])([F:16])[F:17])[F:18].